Dataset: the Open Reaction Database (ORD), a public repository of structured organic reaction records. Task: describe an organic reaction: reactants, conditions, products, and yield Starting materials: ClC1=C(C#N)C(=CC(=C1)C1=NNC=C1)F (2-chloro-6-fluoro-4-(1H-pyrazol-3-yl)benzonitrile), O[C@H](CNC(OC(C)(C)C)=O)C ((S)-tert-butyl (2-hydroxypropyl)carbamate). Yields the product NC[C@@H](C)N1N=C(C=C1)C1=CC(=C(C#N)C(=C1)F)Cl ((R)-4-(1-(1-Aminopropan-2-yl)-1H-pyrazol-3-yl)-2-chloro-6-fluoro-benzonitrile). As a reaction SMILES: [Cl:1][C:2]1[CH:9]=[C:8]([C:10]2[CH:14]=[CH:13][NH:12][N:11]=2)[CH:7]=[C:6]([F:15])[C:3]=1[C:4]#[N:5].O[C@@H:17]([CH3:27])[CH2:18][NH:19]C(=O)OC(C)(C)C>>[NH2:19][CH2:18][C@H:17]([N:12]1[CH:13]=[CH:14][C:10]([C:8]2[CH:7]=[C:6]([F:15])[C:3]([C:4]#[N:5])=[C:2]([Cl:1])[CH:9]=2)=[N:11]1)[CH3:27]. Procedure: The title compound was prepared using the procedure described in Example 3(g) starting from 2-chloro-6-fluoro-4-(1H-pyrazol-3-yl)benzonitrile (14.9 mmol, 3.3 g) and (S)-tert-butyl (2-hydroxypropyl)carbamate (29.8 mmol, 5.23 g). Yield 2.2 g. 1H-NMR (400 MHz; CDCl3): δ 1.53 (d, 3H), 3.44-3.61 (m, 2H), 4.48-4.54 (m, 1H), 6.59 (d, 1H), 7.48 (d, 1H), 7.55 (d, 1H), 7.75 (s, 1H). LC-MS: [M+1]=279.12. Starting materials: [Na+], [OH-], OCCCl, Cn1ccnc1S. Yields the product Cn1ccnc1SCCO. Reaction SMILES: [Na+:13].[OH-:12].[OH:1][CH2:2][CH2:3][Cl:4].[SH:5][c:6]1[n:7]([CH3:11])[cH:8][cH:9][n:10]1>>[OH:1][CH2:2][CH2:3][S:5][c:6]1[n:7]([CH3:11])[cH:8][cH:9][n:10]1. Starting materials: O=[Cr](=O)=O, O, COC(=O)CCCCCCC1=C(C=Cc2ccccc2)C(O)CC1=O, c1ccncc1. Product: COC(=O)CCCCCCC1=C(C=Cc2ccccc2)C(=O)CC1=O. Reaction SMILES: [O:1]=[Cr:2](=[O:3])=[O:4].[OH2:36].[OH:11][CH:12]1[C:13]([CH:28]=[CH:29][c:30]2[cH:31][cH:32][cH:33][cH:34][cH:35]2)=[C:14]([CH2:18][CH2:19][CH2:20][CH2:21][CH2:22][CH2:23][C:24](=[O:25])[O:26][CH3:27])[C:15](=[O:17])[CH2:16]1.[cH:5]1[cH:6][cH:7][n:8][cH:9][cH:10]1>>[O:11]=[C:12]1[C:13]([CH:28]=[CH:29][c:30]2[cH:31][cH:32][cH:33][cH:34][cH:35]2)=[C:14]([CH2:18][CH2:19][CH2:20][CH2:21][CH2:22][CH2:23][C:24](=[O:25])[O:26][CH3:27])[C:15](=[O:17])[CH2:16]1. Reactants: acid chloride, CS(=O)(=O)N (methanesulfonamide), CCN(C(C)C)C(C)C (DIEA), CS(=O)(=O)C=1C=C(C=CC1)C1=CC=C(S1)C1=CC(=NN1C1=C(C=CC=C1)C(F)(F)F)C(=O)O (5-[5-(3-Methanesulfonyl-phenyl)-thiophen-2-yl]-1-(2-trifluoromethyl-phenyl)-1H-pyrazole-3-carboxylic acid), C(C(=O)Cl)(=O)Cl (oxalyl chloride). The reagents and catalysts are CN(C)C=1C=CN=CC1 (DMAP). The solvent is ClCCCl (1,2-dichloroethane), C(Cl)Cl (DCM), C(Cl)Cl (DCM), CN(C)C=O (DMF). Conditions: time 1 hour. Yields the product CS(=O)(=O)C=1C=C(C=CC1)C1=CC=C(S1)C1=CC(=NN1C1=C(C=CC=C1)C(F)(F)F)C(=O)NS(=O)(=O)C (N-[5-[5-(3-Methanesulfonyl-phenyl)-thiophen-2-yl]-1-(2-trifluoromethyl-phenyl)-1H-pyrazole-3-carbonyl]-methanesulfonamide). The yield is 26.0%. As a reaction SMILES: [CH3:1][S:2]([C:5]1[CH:6]=[C:7]([C:11]2[S:15][C:14]([C:16]3[N:20]([C:21]4[CH:26]=[CH:25][CH:24]=[CH:23][C:22]=4[C:27]([F:30])([F:29])[F:28])[N:19]=[C:18]([C:31](O)=[O:32])[CH:17]=3)=[CH:13][CH:12]=2)[CH:8]=[CH:9][CH:10]=1)(=[O:4])=[O:3].C(Cl)(=O)C(Cl)=O.[CH3:40][S:41]([NH2:44])(=[O:43])=[O:42].CCN(C(C)C)C(C)C>CN(C1C=CN=CC=1)C.C(Cl)Cl.ClCCCl.CN(C=O)C>[CH3:1][S:2]([C:5]1[CH:6]=[C:7]([C:11]2[S:15][C:14]([C:16]3[N:20]([C:21]4[CH:26]=[CH:25][CH:24]=[CH:23][C:22]=4[C:27]([F:30])([F:28])[F:29])[N:19]=[C:18]([C:31]([NH:44][S:41]([CH3:40])(=[O:43])=[O:42])=[O:32])[CH:17]=3)=[CH:13][CH:12]=2)[CH:8]=[CH:9][CH:10]=1)(=[O:3])=[O:4]. Reported procedure: To round bottom flask was added 5-[5-(3-Methanesulfonyl-phenyl)-thiophen-2-yl]-1-(2-trifluoromethyl-phenyl)-1H-pyrazole-3-carboxylic acid (302 mg, 615 mmol), oxalyl chloride (0.54 mL), anhydrous DCM (10 mL), and anhydrous DMF (100 μL). The reaction solution was stirred at room temperature for approximately 1 hr prior to concentration in vacuo. The resulting crude acid chloride intermediate was used in the next reaction without further purification. To a glass vial was added acid chloride (615 μm...